Task: describe an organic reaction: reactants, conditions, products, and yield. Dataset: the Open Reaction Database (ORD), a public repository of structured organic reaction records Starting materials: C(C)OC(CN)OCC (aminoacetaldehyde diethylacetal), NC=1N(C2=CC(=CC=C2C(C1C#N)=O)I)CC (2-amino-1-ethyl-7-iodo-4-oxo-1,4-dihydro-quinoline-3-carbonitrile). The reagents and catalysts are Cl[Cu] (CuCl). Solvent: COCCOC (DME). The product is NC=1N(C2=CC(=CC=C2C(C1C(=N)NCC(OCC)OCC)=O)I)CC (2-Amino-N-(2,2-diethoxy-ethyl)-1-ethyl-7-iodo-4-oxo-1,4-dihydro-quinoline-3-carboxamidine). Reaction SMILES: [CH2:1]([O:3][CH:4]([O:7][CH2:8][CH3:9])[CH2:5][NH2:6])[CH3:2].[NH2:10][C:11]1[N:12]([CH2:25][CH3:26])[C:13]2[C:18]([C:19](=[O:23])[C:20]=1[C:21]#[N:22])=[CH:17][CH:16]=[C:15]([I:24])[CH:14]=2>COCCOC.Cl[Cu]>[NH2:10][C:11]1[N:12]([CH2:25][CH3:26])[C:13]2[C:18]([C:19](=[O:23])[C:20]=1[C:21]([NH:6][CH2:5][CH:4]([O:7][CH2:8][CH3:9])[O:3][CH2:1][CH3:2])=[NH:22])=[CH:17][CH:16]=[C:15]([I:24])[CH:14]=2. Procedure: 0.38 g (2.86 mmol) of aminoacetaldehyde diethylacetal and 0.155 g (1.57 mmol) of CuCl were added to 0.48 .g (1.43 mmol) of 2-amino-1-ethyl-7-iodo-4-oxo-1,4-dihydro-quinoline-3-carbonitrile dissolved in 20 ml of DME. The solution was stirred and irradiated with microwaves for 0.5 hour at 100° C. Starting materials: NC1CCN(CC1)CC1=CC=CC=C1 (4-amino-1-benzyl-piperidine), C1(=CC=CC=C1)S(=O)(=O)Cl (benzene sulfonylchloride). Solvent: ClCCl (dichloromethane), ClCCl (dichloromethane). Reaction conditions: time 1 hour. Yields the product C(C1=CC=CC=C1)N1CCC(CC1)NS(=O)(=O)C1=CC=CC=C1 (N-(1-BENZYLPIPERIDIN-4-YL)-BENZENESULFONAMIDE). Reaction SMILES: [NH2:1][CH:2]1[CH2:7][CH2:6][N:5]([CH2:8][C:9]2[CH:14]=[CH:13][CH:12]=[CH:11][CH:10]=2)[CH2:4][CH2:3]1.[C:15]1([S:21](Cl)(=[O:23])=[O:22])[CH:20]=[CH:19][CH:18]=[CH:17][CH:16]=1>ClCCl>[CH2:8]([N:5]1[CH2:6][CH2:7][CH:2]([NH:1][S:21]([C:15]2[CH:20]=[CH:19][CH:18]=[CH:17][CH:16]=2)(=[O:23])=[O:22])[CH2:3][CH2:4]1)[C:9]1[CH:14]=[CH:13][CH:12]=[CH:11][CH:10]=1. Reported procedure: To a solution of 10.0 g, 52.6 mmol, of 4-amino-1-benzyl-piperidine in 150 ml of dichloromethane was added 1.36 g (53 mmol) of benzene sulfonylchloride. The solution was stirred for 1 hour at room temperature, diluted with 500 mL of dichloromethane and washed with 5% aqueous sodium hydroxide followed by water and brine. The organic phase was separated, dried (MgSO4), and concentrated in vacuo to give 16.6 g of product as an oil. The compound was used without further purification. Starting materials: ClC1=CC(=NC2=CC=CC=C12)C1=CC=C(C=C1)C (4-chloro-2-p-tolyl-quinoline), C(O)CN (ethanolamine). Yields the product Cl.C1(=CC=C(C=C1)C1=NC2=CC=CC=C2C(=C1)NCCO)C (2-(2-p-Tolyl-quinolin-4-ylamino)-ethanol hydrochloride). RXN SMILES: [Cl:1][C:2]1[C:11]2[C:6](=[CH:7][CH:8]=[CH:9][CH:10]=2)[N:5]=[C:4]([C:12]2[CH:17]=[CH:16][C:15]([CH3:18])=[CH:14][CH:13]=2)[CH:3]=1.[CH2:19]([CH2:21][NH2:22])[OH:20]>>[ClH:1].[C:15]1([CH3:18])[CH:16]=[CH:17][C:12]([C:4]2[CH:3]=[C:2]([NH:22][CH2:21][CH2:19][OH:20])[C:11]3[C:6](=[CH:7][CH:8]=[CH:9][CH:10]=3)[N:5]=2)=[CH:13][CH:14]=1 |f:2.3|. Reported procedure: The title compound, m.p. 274-276° C. and MS: m/e=278 (Me), was prepared from 4-chloro-2-p-tolyl-quinoline and ethanolamine.